From a dataset of the Open Reaction Database (ORD), a public repository of structured organic reaction records. describe an organic reaction: reactants, conditions, products, and yield Starting materials: BrC=1C=C2C(=CC(=NC2=CC1)OC)C1=CC(=CC=C1)OC(C)C (6-bromo-4-(3-isopropoxy-phenyl)-2-methoxy-quinoline), ClC1=CC=C(C=N1)C(=O)C=1N(C=NC1)C ((6-chloro-pyridin-3-yl)-(3-methyl-3H-imidazol-4-yl)-methanone). The product is 34C, ClC1=CC=C(C=N1)C(C=1C=C2C(=CC(NC2=CC1)=O)C1=CC(=CC=C1)OC(C)C)(C=1N(C=NC1)C)O (6-[(6-Chloro-Pyridin-3-yl)-Hydroxy-(3-Methyl-3H-Imidazol-4-yl)-Methyl]-4-(3-Isopropoxy-Phenyl)-1H-Quinolin-2-One). The yield is 24.0%. RXN SMILES: Br[C:2]1[CH:3]=[C:4]2[C:9](=[CH:10][CH:11]=1)[N:8]=[C:7]([O:12]C)[CH:6]=[C:5]2[C:14]1[CH:19]=[CH:18][CH:17]=[C:16]([O:20][CH:21]([CH3:23])[CH3:22])[CH:15]=1.[Cl:24][C:25]1[N:30]=[CH:29][C:28]([C:31]([C:33]2[N:34]([CH3:38])[CH:35]=[N:36][CH:37]=2)=[O:32])=[CH:27][CH:26]=1>>[Cl:24][C:25]1[N:30]=[CH:29][C:28]([C:31]([OH:32])([C:33]2[N:34]([CH3:38])[CH:35]=[N:36][CH:37]=2)[C:2]2[CH:3]=[C:4]3[C:9](=[CH:10][CH:11]=2)[NH:8][C:7](=[O:12])[CH:6]=[C:5]3[C:14]2[CH:19]=[CH:18][CH:17]=[C:16]([O:20][CH:21]([CH3:23])[CH3:22])[CH:15]=2)=[CH:27][CH:26]=1. Reported procedure: Following the same procedure as that described in example 1E, 6-bromo-4-(3-isopropoxy-phenyl)-2-methoxy-quinoline (238.4 mg, 0.640 mmol) and (6-chloro-pyridin-3-yl)-(3-methyl-3H-imidazol-4-yl)-methanone (156 mg, 0.705 mmol) generated the title compound of 34C (80 mg, 24% yield). Starting materials: CCOC(C)=O, CC(NC(=O)c1ccc(C(=O)N2CCCC2CNC(=O)OC(C)(C)C)c(Cl)c1)c1nc2cc(Cl)ccc2[nH]1, ClCCl, O=C(O)C(F)(F)F. Product: CC(NC(=O)c1ccc(C(=O)N2CCCC2CN)c(Cl)c1)c1nc2cc(Cl)ccc2[nH]1. As a reaction SMILES: [CH3:49][CH2:50][O:51][C:52](=[O:53])[CH3:54].[Cl:1][c:2]1[cH:3][c:4]2[c:5]([nH:6][c:7]([CH:9]([CH3:10])[NH:11][C:12]([c:13]3[cH:14][c:15]([Cl:35])[c:16]([C:19](=[O:20])[N:21]4[CH:22]([CH2:26][NH:27][C:28]([O:29][C:30]([CH3:31])([CH3:32])[CH3:33])=[O:34])[CH2:23][CH2:24][CH2:25]4)[cH:17][cH:18]3)=[O:36])[n:8]2)[cH:37][cH:38]1.[Cl:46][CH2:47][Cl:48].[OH:39][C:40]([C:41]([F:42])([F:43])[F:44])=[O:45]>>[Cl:1][c:2]1[cH:3][c:4]2[c:5]([nH:6][c:7]([CH:9]([CH3:10])[NH:11][C:12]([c:13]3[cH:14][c:15]([Cl:35])[c:16]([C:19](=[O:20])[N:21]4[CH:22]([CH2:26][NH2:27])[CH2:23][CH2:24][CH2:25]4)[cH:17][cH:18]3)=[O:36])[n:8]2)[cH:37][cH:38]1. Starting materials: COC(C(CC(C)C)Br)=O (2-Bromo-4-methyl-pentanoic acid methyl ester), P(OCC)(OCC)OCC (triethyl phosphite). Run at temperature 200 celsius. Product: P(OCC)(OCC)OCC (triethyl phosphite), COC(C(CC(C)C)P(=O)(OCC)OCC)=O (4-methyl-2-(diethyl phosphono)pentanoic acid methyl ester). As a reaction SMILES: [CH3:1][O:2][C:3](=[O:10])[CH:4](Br)[CH2:5][CH:6]([CH3:8])[CH3:7].[P:11]([O:18][CH2:19][CH3:20])([O:15][CH2:16][CH3:17])[O:12][CH2:13][CH3:14]>>[P:11]([O:18][CH2:19][CH3:20])([O:15][CH2:16][CH3:17])[O:12][CH2:13][CH3:14].[CH3:1][O:2][C:3](=[O:10])[CH:4]([P:11]([O:15][CH2:16][CH3:17])([O:12][CH2:13][CH3:14])=[O:18])[CH2:5][CH:6]([CH3:8])[CH3:7]. Procedure details: 2-Bromo-4-methyl-pentanoic acid methyl ester (193 g, 0.92M) and triethyl phosphite (330 ml, 1.84M) were heated to 150°. The reaction temperature was increased to 200° C. over 6 h and a distillate b.p. 37°-60° C. (80 g) collected with an air condenser. The residue was distilled under high vacuum to afford 2 fractions (a) mainly triethyl phosphite b.p. 40°-80° C. at 0.4 mm Hg and (b) 4-methyl-2-(diethyl phosphono)pentanoic acid methyl ester (188 g) b.p. 96°-100° C. at 0.4 mm Hg (Found: C, 47.6; H,... The reactants are ClC1=C(C=CC(=C1)OC)O (2-chloro-4-methoxyphenol), BrCCCCCC1=NOC(=C1)C (3-(5-bromopentyl)-5-methylisoxazole), C([O-])([O-])=O.[K+].[K+] (potassium carbonate). The reagents and catalysts are [I-].[K+] (potassium iodide). Solvent: C(C)#N (acetonitrile). The product is ClC1=C(OCCCCCC2=NOC(=C2)C)C=CC(=C1)OC (3-[5-(2-chloro-4-methoxyphenoxy)pentyl]-5-methylisoxazole). Isolated yield 48.7%. Reaction SMILES: [Cl:1][C:2]1[CH:7]=[C:6]([O:8][CH3:9])[CH:5]=[CH:4][C:3]=1[OH:10].Br[CH2:12][CH2:13][CH2:14][CH2:15][CH2:16][C:17]1[CH:21]=[C:20]([CH3:22])[O:19][N:18]=1.C(=O)([O-])[O-].[K+].[K+]>[I-].[K+].C(#N)C>[Cl:1][C:2]1[CH:7]=[C:6]([O:8][CH3:9])[CH:5]=[CH:4][C:3]=1[O:10][CH2:12][CH2:13][CH2:14][CH2:15][CH2:16][C:17]1[CH:21]=[C:20]([CH3:22])[O:19][N:18]=1 |f:2.3.4,5.6|. Reported procedure: A mixture of 5.5 g (0.0345 mole) of 2-chloro-4-methoxyphenol, 8.0 g (0.0345 mole) of 3-(5-bromopentyl)-5-methylisoxazole (Example 40i), 6 g of potassium carbonate, 0.1 g of potassium iodide and 75 ml of acetonitrile was heated at reflux for 24 hours. The reaction mixture was filtered, concentrated in vacuo, dissolved in 50 ml of methylene dichloride, filtered and again concentrated. The residue was distilled at 135°-200° C.(0.2 mm) and then redistilled, collecting the fraction boiling at 170°-19... Starting materials: CC=1SC(=CC1C=1N=C2SC3=C(N2C1CC(=O)O)C=CC=C3)C (2-(2,5-dimethylthien-3-yl)imidazo[2,1-b]benzothiazole-3-acetic acid), N,N'-carbonyldiimidazole, CN (methylamine). Solvent: O1CCCC1 (tetrahydrofuran). Run at temperature 0 celsius, time 3 hour. The product is CC=1SC(=CC1C=1N=C2SC3=C(N2C1CC(=O)NC)C=CC=C3)C (2-(2,5-Dimethylthien-3-yl)-N-methylimidazo[2,1-b]-benzothiazole-3-acetamide). As a reaction SMILES: [CH3:1][C:2]1[S:3][C:4]([CH3:23])=[CH:5][C:6]=1[C:7]1[N:8]=[C:9]2[N:13]([C:14]=1[CH2:15][C:16]([OH:18])=O)[C:12]1[CH:19]=[CH:20][CH:21]=[CH:22][C:11]=1[S:10]2.[CH3:24][NH2:25]>O1CCCC1>[CH3:1][C:2]1[S:3][C:4]([CH3:23])=[CH:5][C:6]=1[C:7]1[N:8]=[C:9]2[N:13]([C:14]=1[CH2:15][C:16]([NH:25][CH3:24])=[O:18])[C:12]1[CH:19]=[CH:20][CH:21]=[CH:22][C:11]=1[S:10]2. Reported procedure: A solution of 1.5 g (0.0044 mole) of 2-(2,5-dimethylthien-3-yl)imidazo[2,1-b]benzothiazole-3-acetic acid in 30 ml of anhydrous tetrahydrofuran is treated, at room temperature, with 0.85 g (0.005 mole) of N,N'-carbonyldiimidazole for 30 minutes. The solution which has become clear is cooled to 0° C. and a stream of methylamine is passed through it for 30 minutes. The mixture is allowed to return to room temperature, the stirring is continued for 3 h, the solvent is evaporated under reduced pressu... Reported procedure: With reference to FIG. 1, and H-shaped tube equipped with a Dimroth condenser and a Dimroth condenser having an IBr withdrawing cock was attached to a 500-ml four-necked flask. Into the flask were placed 200 ml (747 mM) of perfluorooctyl iodide (PFOI) and 5.0 ml (97.1 mM) of bomine, and the mixture was heated at 150° to 155° C. and irradiated with a 500-W visible light lamp. After the reaction mixture started to reflux, 49.5 ml (972 mM) of bromine was added dropwise to the mixture at a rate of 0... Yields the product FC(C(C(C(C(C(C(C(F)(F)F)(F)F)(F)F)(F)F)(F)F)(F)F)(F)F)(F)Br (perfluorooctyl bromide). RXN SMILES: I[Br:2].BrBr.[F:5][C:6](I)([F:29])[C:7]([F:28])([F:27])[C:8]([F:26])([F:25])[C:9]([F:24])([F:23])[C:10]([F:22])([F:21])[C:11]([F:20])([F:19])[C:12]([F:18])([F:17])[C:13]([F:16])([F:15])[F:14]>>[F:5][C:6]([Br:2])([F:29])[C:7]([F:28])([F:27])[C:8]([F:26])([F:25])[C:9]([F:24])([F:23])[C:10]([F:22])([F:21])[C:11]([F:20])([F:19])[C:12]([F:18])([F:17])[C:13]([F:16])([F:15])[F:14]. Conditions: time 5 hour. Yield: 92.5%. Reactants: IBr (IBr), IBr (IBr), FC(C(C(C(C(C(C(C(F)(F)F)(F)F)(F)F)(F)F)(F)F)(F)F)(F)F)(F)I (perfluorooctyl iodide), BrBr (bromine), IBr (IBr). Reactants: FC1=C(C=C(C(=O)N(CC(C)C)CC(C)C)C=C1)[N+](=O)[O-] (4-fluoro-N,N-diisobutyl-3-nitrobenzamide), N1=C(C=CC=C1)CCNCCCN (N-(2-pyridin-2-ylethyl)propane-1,3-diamine), C([O-])([O-])=O.[Cs+].[Cs+] (cesium carbonate). Solvent: C(C)#N (acetonitrile). Yields the product C(C(C)C)N(C(C1=CC(=C(C=C1)NCCCN(CCC1=NC=CC=C1)C)[N+](=O)[O-])=O)CC(C)C (N,N-diisobutyl-4-({3-[methyl(2-pyridin-2-ylethyl)amino]propyl}amino)-3-nitrobenzamide). Isolated yield 92.0%. Reaction SMILES: F[C:2]1[CH:18]=[CH:17][C:5]([C:6]([N:8]([CH2:13][CH:14]([CH3:16])[CH3:15])[CH2:9][CH:10]([CH3:12])[CH3:11])=[O:7])=[CH:4][C:3]=1[N+:19]([O-:21])=[O:20].[N:22]1[CH:27]=[CH:26][CH:25]=[CH:24][C:23]=1[CH2:28][CH2:29][NH:30][CH2:31][CH2:32][CH2:33][NH2:34].[C:35](=O)([O-])[O-].[Cs+].[Cs+]>C(#N)C>[CH2:9]([N:8]([CH2:13][CH:14]([CH3:16])[CH3:15])[C:6](=[O:7])[C:5]1[CH:17]=[CH:18][C:2]([NH:34][CH2:33][CH2:32][CH2:31][N:30]([CH3:35])[CH2:29][CH2:28][C:23]2[CH:24]=[CH:25][CH:26]=[CH:27][N:22]=2)=[C:3]([N+:19]([O-:21])=[O:20])[CH:4]=1)[CH:10]([CH3:12])[CH3:11] |f:2.3.4|. Reported procedure: A mixture of 4-fluoro-N,N-diisobutyl-3-nitrobenzamide (2.07 g, 1 eq), N-(2-pyridin-2-ylethyl)propane-1,3-diamine (1.6 g, 1.2 eq) and cesium carbonate (4.5 g, 2 eq) in acetonitrile (70 ml) is heated under reflux for 3 hours then concentrated under reduced pressure at 40° C. The residue is taken up in dichloromethane (100 ml) and water (40 ml). After decantation and extraction, the combined organic phases are washed with salt water, dried over Na2SO4 then evaporated under reduced pressure at 40° C... The reactants are C1CCC2=NCCCN2CC1 (DBU), ClC=1C=C(C=CC1OC)CCC1(CC(CC(O1)=O)=O)C1CCCC1 (6-[2-(3-chloro-4-methoxyphenyl)ethyl]-6-cyclopentyldihydro-2H-pyran-2,4(3H)-dione), Cl.ClCC=1C=NC=CC1 (3-(chloromethyl)pyridine hydrochloride). Solvent: C1=CC=CC=C1 (benzene), C(C)#N (acetonitrile). Run at time 24 hour. The product is ClC=1C=C(C=CC1OC)CCC1(CC(C(C(O1)=O)CC=1C=NC=CC1)=O)C1CCCC1 (6-[2-(3-chloro-4-methoxyphenyl)ethyl]-6-cyclopentyl-3-(pyridin-3-ylmethyl)dihydro-2H-pyran-2,4(3H)-dione). Isolated yield 11.7%. RXN SMILES: [CH2:1]1[CH2:11][CH2:10][N:9]2C(=N[CH2:6][CH2:7][CH2:8]2)CC1.[Cl:12][C:13]1[CH:14]=[C:15]([CH2:21][CH2:22][C:23]2([CH:31]3[CH2:35][CH2:34][CH2:33][CH2:32]3)[O:28][C:27](=[O:29])[CH2:26][C:25](=[O:30])[CH2:24]2)[CH:16]=[CH:17][C:18]=1[O:19][CH3:20].Cl.ClCC1C=NC=CC=1>C1C=CC=CC=1.C(#N)C>[Cl:12][C:13]1[CH:14]=[C:15]([CH2:21][CH2:22][C:23]2([CH:31]3[CH2:35][CH2:34][CH2:33][CH2:32]3)[O:28][C:27](=[O:29])[CH:26]([CH2:1][C:11]3[CH:10]=[N:9][CH:8]=[CH:7][CH:6]=3)[C:25](=[O:30])[CH2:24]2)[CH:16]=[CH:17][C:18]=1[O:19][CH3:20] |f:2.3|. Procedure: DBU (55 ul, 0.367 mmol) was added to a solution of 6-[2-(3-chloro-4-methoxyphenyl)ethyl]-6-cyclopentyldihydro-2H-pyran-2,4(3H)-dione (58.6 mg, 0.167 mmol) in benzene (16.0 ml) and acetonitrile (3 ml), under an atmosphere of argon. 3-(chloromethyl)pyridine hydrochloride (27.4 mg, 0.167 mmol) was then added. The reaction mixture was stirred at room temperature for 24 hrs, after which time the mixture was filtered through a plug of Celite. The filtrate was concentrated in vacuo and the residue puri... Starting materials: COC1=C(C=CC(=C1)C(F)(F)F)C=1OCC(N1)(C)C (2-(2-methoxy-4-trifluoromethyl-phenyl)-4,4-dimethyl-4,5-dihydro-oxazole), C1CCOC1 (THF), [Br-] (bromide), C1CCOC1 (THF). Conditions: time 1 hour. Product: C(C)(C)C1=C(C=CC(=C1)C(F)(F)F)C=1OCC(N1)(C)C (2-(2-isopropyl-4-trifluoromethyl-phenyl)-4,4-dimethyl-4,5-dihydro oxazole). The yield is 91.0%. RXN SMILES: CO[C:3]1[CH:8]=[C:7]([C:9]([F:12])([F:11])[F:10])[CH:6]=[CH:5][C:4]=1[C:13]1[O:14][CH2:15][C:16]([CH3:19])([CH3:18])[N:17]=1.[Br-].[CH2:21]1[CH2:25]OC[CH2:22]1>>[CH:21]([C:3]1[CH:8]=[C:7]([C:9]([F:12])([F:11])[F:10])[CH:6]=[CH:5][C:4]=1[C:13]1[O:14][CH2:15][C:16]([CH3:19])([CH3:18])[N:17]=1)([CH3:25])[CH3:22]. Procedure details: To a cooled (0° C.) solution of 2-(2-methoxy-4-trifluoromethyl-phenyl)-4,4-dimethyl-4,5-dihydro-oxazole (intermediate AG) (1.0 g, 3.66 mmol) in 6.0 ml THF, was added dropwise a 1M ispropylmagnesium bromide solution in THF (11.0 ml, 10.98 mmol) maintaining the temperature below 5° C. The mixture was allowed to warm to room temperature and stirred for 1 hour. The mixture was cooled in an ice bath and quenched dropwise with 25 ml saturated NH4Cl solution. Ethyl acetate was added. The organic layer ...